From a dataset of the Open Reaction Database (ORD), a public repository of structured organic reaction records. describe an organic reaction: reactants, conditions, products, and yield The reactants are ClC=1N=CC2=C(N(CC(C(N2C)=O)(F)F)C2CCC2)N1 (2-chloro-9-cyclobutyl-7,7-difluoro-5-methyl-5,7,8,9-tetrahydro-pyrimido[4,5-b][1,4]diazepin-6-one), O.C=1(C(=CC=CC1)S(=O)(=O)O)C (toluenesulfonic acid monohydrate), NC1=CC=C(C(=O)NC2CCOCC2)C=C1 (4-amino-N-(tetrahydro-pyran-4-yl)-benzamide). The solvent is C(C)(C)O (isopropanol). Yields the product C1(CCC1)N1C2=C(N(C(C(C1)(F)F)=O)C)C=NC(=N2)NC2=CC=C(C(=O)NC1CCOCC1)C=C2 (4-(9-cyclobutyl-7,7-difluoro-5-methyl-6-oxo-6,7,8,9-tetrahydro-5H-pyrimido[4,5-b][1,4]diazepin-2-ylamino)-N-(tetrahydro-pyran-4-yl)-benzamide). Yield: 64.7%. RXN SMILES: Cl[C:2]1[N:3]=[CH:4][C:5]2[N:11]([CH3:12])[C:10](=[O:13])[C:9]([F:15])([F:14])[CH2:8][N:7]([CH:16]3[CH2:19][CH2:18][CH2:17]3)[C:6]=2[N:20]=1.O.C1(C)C(S(O)(=O)=O)=CC=CC=1.[NH2:33][C:34]1[CH:48]=[CH:47][C:37]([C:38]([NH:40][CH:41]2[CH2:46][CH2:45][O:44][CH2:43][CH2:42]2)=[O:39])=[CH:36][CH:35]=1>C(O)(C)C>[CH:16]1([N:7]2[CH2:8][C:9]([F:15])([F:14])[C:10](=[O:13])[N:11]([CH3:12])[C:5]3[CH:4]=[N:3][C:2]([NH:33][C:34]4[CH:35]=[CH:36][C:37]([C:38]([NH:40][CH:41]5[CH2:46][CH2:45][O:44][CH2:43][CH2:42]5)=[O:39])=[CH:47][CH:48]=4)=[N:20][C:6]2=3)[CH2:19][CH2:18][CH2:17]1 |f:1.2|. Procedure details: A mixture of 0.0636 g (0.21 mmole) 2-chloro-9-cyclobutyl-7,7-difluoro-5-methyl-5,7,8,9-tetrahydro-pyrimido[4,5-b][1,4]diazepin-6-one (VII-1), 0.0609 g (0.32 mmole) of toluenesulfonic acid monohydrate, 0.0463 g (0.21 mmole) of 4-amino-N-(tetrahydro-pyran-4-yl)-benzamide and 1 mL of isopropanol was heated in a sealed vessel at 140 degrees for 19.5 hours, cooled and concentrated under reduced pressure. The residue taken up in ethyl acetate and washed successively with 50 mL of saturated aqueous sod...